Dataset: the Open Reaction Database (ORD), a public repository of structured organic reaction records. Task: describe an organic reaction: reactants, conditions, products, and yield The reactants are CCCCCCCCBr, CCCCCCCCn1c(=O)[nH]c2ccccc21, COC(=O)CCCCCCCBr, [H-], [I-], [Na+], [Na+], CN(C)C=O, O=c1[nH]c2ccccc2[nH]1. Yields the product CCCCCCCCn1c(=O)n(CCCCCCCC(=O)OC)c2ccccc21. RXN SMILES: [Br:31][CH2:32][CH2:33][CH2:34][CH2:35][CH2:36][CH2:37][CH2:38][CH3:39].[CH2:3]([CH2:4][CH2:5][CH2:6][CH2:7][CH2:8][CH2:9][CH3:10])[n:11]1[c:12](=[O:20])[nH:13][c:14]2[c:15]1[cH:16][cH:17][cH:18][cH:19]2.[CH3:40][O:41][C:42]([CH2:43][CH2:44][CH2:45][CH2:46][CH2:47][CH2:48][CH2:49][Br:50])=[O:51].[H-:2].[I-:53].[Na+:1].[Na+:52].[O:54]=[CH:55][N:56]([CH3:57])[CH3:58].[nH:21]1[c:22]2[cH:23][cH:24][cH:25][cH:26][c:27]2[nH:28][c:29]1=[O:30]>>[CH2:3]([CH2:4][CH2:5][CH2:6][CH2:7][CH2:8][CH2:9][CH3:10])[n:11]1[c:12](=[O:20])[n:13]([CH2:49][CH2:48][CH2:47][CH2:46][CH2:45][CH2:44][CH2:43][C:42]([O:41][CH3:40])=[O:51])[c:14]2[c:15]1[cH:16][cH:17][cH:18][cH:19]2. The reactants are CC(C)(C)[O-], CN(C)C=O, OCC1CCC(Cc2ccccc2Cl)CC1, N#Cc1c(F)cccc1F, [K+]. Yields the product N#Cc1c(F)cccc1OCC1CCC(Cc2ccccc2Cl)CC1. RXN SMILES: [CH3:27][C:28]([CH3:29])([O-:30])[CH3:31].[CH3:33][N:34]([CH3:35])[CH:36]=[O:37].[Cl:1][c:2]1[c:3]([CH2:4][CH:5]2[CH2:6][CH2:7][CH:8]([CH2:11][OH:12])[CH2:9][CH2:10]2)[cH:13][cH:14][cH:15][cH:16]1.[F:17][c:18]1[c:19]([C:20]#[N:21])[c:22]([F:26])[cH:23][cH:24][cH:25]1.[K+:32]>>[Cl:1][c:2]1[c:3]([CH2:4][CH:5]2[CH2:6][CH2:7][CH:8]([CH2:11][O:12][c:22]3[c:19]([C:20]#[N:21])[c:18]([F:17])[cH:25][cH:24][cH:23]3)[CH2:9][CH2:10]2)[cH:13][cH:14][cH:15][cH:16]1. Reactants: OC1=CC(CC(C1)C1=CC(=CC=C1)OCC1=CC=CC=C1)=O (3-hydroxy-5-(3-benzyloxyphenyl)cyclohex-2-en-1-one). Reagents/catalysts: [Pd] (palladium on carbon). Run in C(C)O (ethanol). Reaction conditions: time 2 hour. The product is OC1=CC(CC(C1)C1=CC(=CC=C1)O)=O (3-hydroxy-5-(3-hydroxyphenyl)cyclohex-2-en-1-one). Reaction SMILES: [OH:1][C:2]1[CH2:7][CH:6]([C:8]2[CH:13]=[CH:12][CH:11]=[C:10]([O:14]CC3C=CC=CC=3)[CH:9]=2)[CH2:5][C:4](=[O:22])[CH:3]=1>C(O)C.[Pd]>[OH:1][C:2]1[CH2:7][CH:6]([C:8]2[CH:13]=[CH:12][CH:11]=[C:10]([OH:14])[CH:9]=2)[CH2:5][C:4](=[O:22])[CH:3]=1. Reported procedure: A solution of 20 g (0.068 mol) of 3-hydroxy-5-(3-benzyloxyphenyl)cyclohex-2-en-1-one in 250 mL of absolute ethanol was treated with 7.5 g of 5.0 percent palladium on carbon and shaken in a Parr® hydrogenator under 50 pounds of hydrogen pressure for 2 hours at room temperature. The reaction mixture was filtered through diatomaceous earth, diluted with 1 L of water and extracted thrice with 100 mL portions of ethyl acetate. The combined extracts were washed with an aqueous saturated NaCl solution,... Reactants: CC1(CC2([C@@]3(CO3)C(C[C@@H]2C)=O)CC(C1)(C)C)C ((3R*,10S*)-6,6,8,8,10-pentamethyl-1-oxadispiro-[2.0.5.3]dodecan-12-one), [H-].[Al+3].[Li+].[H-].[H-].[H-] (lithium aluminum hydride). The product is C[C@@]1([C@H](C[C@H](C12CC(CC(C2)(C)C)(C)C)C)O)O ((1R*,2S*,4R*)-1,4,7,7,9,9-hexamethylspiro[4.5]decane-1,2-diol). Reaction SMILES: [CH3:1][C:2]1([CH3:18])[CH2:15][C:14]([CH3:17])([CH3:16])[CH2:13][C:4]2([C@@H:10]([CH3:11])[CH2:9][C:8](=[O:12])[C@:5]32[O:7][CH2:6]3)[CH2:3]1.[H-].[Al+3].[Li+].[H-].[H-].[H-]>CCOCC>[CH3:6][C@@:5]1([OH:7])[C:4]2([CH2:13][C:14]([CH3:16])([CH3:17])[CH2:15][C:2]([CH3:18])([CH3:1])[CH2:3]2)[C@H:10]([CH3:11])[CH2:9][C@@H:8]1[OH:12] |f:1.2.3.4.5.6|. The solvent is CCOCC (Et2O), CCOCC (Et2O). Procedure details: Under N2 atmosphere, a solution of (3R*,10S*)-6,6,8,8,10-pentamethyl-1-oxadispiro-[2.0.5.3]dodecan-12-one (5.65 g, 22.6 mmol) in Et2O (10 mL) was added dropwise within 20 min. to a stirred suspension of lithium aluminum hydride (1.29 g, 33.8 mmol) in Et2O (25 mL). The reaction mixture was refluxed for 3 h, and then stirred at room temp. over night, prior to quenching at 0° C. by addition of water (20 mL), followed by aq. HCl (5 N, 20 mL). The organic layer was separated, the aqueous one extracte... Isolated yield 83.8%.